From a dataset of the Open Reaction Database (ORD), a public repository of structured organic reaction records. describe an organic reaction: reactants, conditions, products, and yield Reactants: [Si](C)(C)(C(C)(C)C)OCCCC=1C=C(C=CC1)O (3-(3-{[tert-butyl(dimethyl)silyl]oxy}propyl)phenol), C(C#C)(=O)OC (methyl propiolate), CN1CCOCC1 (NMM). Solvent: CC#N (MeCN). Conditions: time 3 hour. Product: [Si](C)(C)(C(C)(C)C)OCCCC=1C=C(O/C=C/C(=O)OC)C=CC1 (methyl (2E)-3-[3-(3-{[tert-butyl(dimethyl)silyl]oxy}propyl)phenoxy]-acrylate). Reaction SMILES: [Si:1]([O:8][CH2:9][CH2:10][CH2:11][C:12]1[CH:13]=[C:14]([OH:18])[CH:15]=[CH:16][CH:17]=1)([C:4]([CH3:7])([CH3:6])[CH3:5])([CH3:3])[CH3:2].[C:19]([O:23][CH3:24])(=[O:22])[C:20]#[CH:21].CN1CCOCC1>CC#N>[Si:1]([O:8][CH2:9][CH2:10][CH2:11][C:12]1[CH:13]=[C:14]([CH:15]=[CH:16][CH:17]=1)[O:18]/[CH:21]=[CH:20]/[C:19]([O:23][CH3:24])=[O:22])([C:4]([CH3:7])([CH3:6])[CH3:5])([CH3:3])[CH3:2]. Procedure details: To a solution of 3-(3-{[tert-butyl(dimethyl)silyl]oxy}propyl)phenol (1.78 g) in MeCN (10 mL) were added methyl propiolate (0.667 mL) and NMM (0.0441 mL) at ambient temperature and the mixture was stirred at the same temperature for 3 hours. The solvent was evaporated in vacuo. The residue was purified by silica gel column chromatography (n-hexane:EtOAc=97:3) to afford methyl (2E)-3-[3-(3-{[tert-butyl(dimethyl)silyl]oxy}propyl)phenoxy]-acrylate (1.80 g) as a colorless oil. Starting materials: CC(C)=O, CC1(C)c2cc(C#N)ccc2OC1Cl, O. Yields the product CC1(C)c2cc(C#N)ccc2OC1O. Reaction SMILES: [CH3:15][C:16]([CH3:17])=[O:18].[Cl:1][CH:2]1[O:3][c:4]2[c:5]([cH:9][c:10]([C:13]#[N:14])[cH:11][cH:12]2)[C:6]1([CH3:7])[CH3:8].[OH2:19]>>[CH:2]1([OH:18])[O:3][c:4]2[c:5]([cH:9][c:10]([C:13]#[N:14])[cH:11][cH:12]2)[C:6]1([CH3:7])[CH3:8]. Starting materials: CC(=O)OC(C)=O, COc1cc(C=C2CCC3CNCC(c4cc(F)c(F)c(F)c4)N3C2=O)ccc1-n1cnc(C)c1, c1ccncc1. Yields the product COc1cc(C=C2CCC3CN(C(C)=O)CC(c4cc(F)c(F)c(F)c4)N3C2=O)ccc1-n1cnc(C)c1. As a reaction SMILES: [CH3:1][C:2](=[O:3])[O:4][C:5](=[O:6])[CH3:7].[CH3:8][O:9][c:10]1[cH:11][c:12]([CH:22]=[C:23]2[CH2:24][CH2:25][CH:26]3[N:27]([CH:28]([c:32]4[cH:33][c:34]([F:40])[c:35]([F:39])[c:36]([F:38])[cH:37]4)[CH2:29][NH:30][CH2:31]3)[C:41]2=[O:42])[cH:13][cH:14][c:15]1-[n:16]1[cH:17][n:18][c:19]([CH3:21])[cH:20]1.[cH:43]1[cH:44][cH:45][n:46][cH:47][cH:48]1>>[CH3:1][C:2](=[O:3])[N:30]1[CH2:29][CH:28]([c:32]2[cH:33][c:34]([F:40])[c:35]([F:39])[c:36]([F:38])[cH:37]2)[N:27]2[CH:26]([CH2:25][CH2:24][C:23](=[CH:22][c:12]3[cH:11][c:10]([O:9][CH3:8])[c:15](-[n:16]4[cH:17][n:18][c:19]([CH3:21])[cH:20]4)[cH:14][cH:13]3)[C:41]2=[O:42])[CH2:31]1. The reactants are CCN=C=NCCCN(C)C, CC#N, CCOC(C)=O, CCN(C(C)C)C(C)C, CC(C)CNCc1cccc(CN(Cc2ccc(-c3ccc(F)cc3)cc2)S(=O)(=O)c2cc(Cl)cc(Cl)c2O)c1, O=C(O)c1ccc(N2CCCCC2)nc1, On1nnc2ccccc21. Yields the product CC(C)CN(Cc1cccc(CN(Cc2ccc(-c3ccc(F)cc3)cc2)S(=O)(=O)c2cc(Cl)cc(Cl)c2O)c1)C(=O)c1ccc(N2CCCCC2)nc1. As a reaction SMILES: [CH3:65][CH2:66][N:67]=[C:68]=[N:69][CH2:70][CH2:71][CH2:72][N:73]([CH3:74])[CH3:75].[CH3:86][C:87]#[N:88].[CH3:89][CH2:90][O:91][C:92](=[O:93])[CH3:94].[CH:41]([N:42]([CH2:43][CH3:44])[CH:45]([CH3:46])[CH3:47])([CH3:48])[CH3:49].[Cl:1][c:2]1[c:3]([OH:40])[c:4]([S:9](=[O:10])(=[O:11])[N:12]([CH2:13][c:14]2[cH:15][c:16]([CH2:20][NH:21][CH2:22][CH:23]([CH3:24])[CH3:25])[cH:17][cH:18][cH:19]2)[CH2:26][c:27]2[cH:28][cH:29][c:30](-[c:33]3[cH:34][cH:35][c:36]([F:39])[cH:37][cH:38]3)[cH:31][cH:32]2)[cH:5][c:6]([Cl:8])[cH:7]1.[N:50]1([c:56]2[n:57][cH:58][c:59]([C:60](=[O:61])[OH:62])[cH:63][cH:64]2)[CH2:51][CH2:52][CH2:53][CH2:54][CH2:55]1.[OH:76][n:77]1[c:78]2[c:79]([cH:80][cH:81][cH:82][cH:83]2)[n:84][n:85]1>>[Cl:1][c:2]1[c:3]([OH:40])[c:4]([S:9](=[O:10])(=[O:11])[N:12]([CH2:13][c:14]2[cH:15][c:16]([CH2:20][N:21]([CH2:22][CH:23]([CH3:24])[CH3:25])[C:60]([c:59]3[cH:58][n:57][c:56]([N:50]4[CH2:51][CH2:52][CH2:53][CH2:54][CH2:55]4)[cH:64][cH:63]3)=[O:62])[cH:17][cH:18][cH:19]2)[CH2:26][c:27]2[cH:28][cH:29][c:30](-[c:33]3[cH:34][cH:35][c:36]([F:39])[cH:37][cH:38]3)[cH:31][cH:32]2)[cH:5][c:6]([Cl:8])[cH:7]1. The reactants are COC1=C(C=O)C=CC(=C1)OC (2,4-dimethoxybenzaldehyde), C(C(O)C)(=S)O (thiolactic acid), C(=O)[O-].[NH4+] (ammonium formate). Solvent: O (water), O (water), C1(=CC=CC=C1)C (toluene), O (water). Run at time 8 hour. Yields the product COC1=C(C=CC(=C1)OC)C1SC(C(N1)=O)C (2-[2,4-Dimethoxyphenyl]-5-methylthiazolidin-4-one). Yield: 32.9%. RXN SMILES: [CH3:1][O:2][C:3]1[CH:10]=[C:9]([O:11][CH3:12])[CH:8]=[CH:7][C:4]=1[CH:5]=O.[C:13](O)(=[S:17])[CH:14](C)O.[CH:19]([O-:21])=O.[NH4+:22]>O.C1(C)C=CC=CC=1>[CH3:1][O:2][C:3]1[CH:10]=[C:9]([O:11][CH3:12])[CH:8]=[CH:7][C:4]=1[CH:5]1[NH:22][C:19](=[O:21])[CH:13]([CH3:14])[S:17]1 |f:2.3|. Procedure: In a flask equipped with a trap for the continuous collection and removal of water and condenser, 40 g (0.24 mole) 2,4-dimethoxybenzaldehyde, 26.8 g (0.24 mole) 95% thiolactic acid, 15.2 g (0.24 mole) ammonium formate and 200 ml toluene were placed. The resulting mixture was heated to reflux and refluxed for 4 hours, during which about 10 ml water were collected. The reaction mixture was then allowed to stir overnight without heat at ambient temperature. An orange precipitate formed overnight. T... The reactants are NC=1C=C(C(=O)O)C=CC1 (3-aminobenzoic acid), C([O-])(O)=O.[Na+] (sodium bicarbonate), ClC(=O)OCC (ethyl chloroformate). Solvent: Cl (hydrochloric acid). Reaction conditions: temperature 5 celsius, time 30 minute. Yields the product C(C)OC(=O)NC=1C=C(C(=O)O)C=CC1 (3-Ethoxycarbonylaminobenzoic acid). RXN SMILES: [NH2:1][C:2]1[CH:3]=[C:4]([CH:8]=[CH:9][CH:10]=1)[C:5]([OH:7])=[O:6].C(=O)(O)[O-].[Na+].Cl[C:17]([O:19][CH2:20][CH3:21])=[O:18]>Cl>[CH2:20]([O:19][C:17]([NH:1][C:2]1[CH:3]=[C:4]([CH:8]=[CH:9][CH:10]=1)[C:5]([OH:7])=[O:6])=[O:18])[CH3:21] |f:1.2|. Reported procedure: A mixture composed of 3-aminobenzoic acid (20 g), 1 M aqueous sodium bicarbonate solution (730 cc) and ethyl chloroformate (14 cc) is left with stirring for 30 minutes at 5° C. 2.5 N hydrochloric acid (300 cc) is then added to the reaction mixture. The precipitate formed is separated by filtration, washed with water (3×200 cc) and dried at 40° C. under reduced pressure (0.07 kPa). 3-Ethoxycarbonylaminobenzoic acid (25 g), m.p. 198° C., is thereby obtained.